describe an organic reaction: reactants, conditions, products, and yield From a dataset of the Open Reaction Database (ORD), a public repository of structured organic reaction records. Starting materials: O=C([O-])[O-], COc1cc(CBr)cc(OC)c1OC, CN(C)C=O, [K+], [K+], Oc1ccc(S)cc1. Yields the product COc1cc(CSc2ccc(O)cc2)cc(OC)c1OC. As a reaction SMILES: [C:9](=[O:10])([O-:11])[O-:12].[CH3:15][O:16][c:17]1[cH:18][c:19]([CH2:20][Br:21])[cH:22][c:23]([O:27][CH3:28])[c:24]1[O:25][CH3:26].[CH3:29][N:30]([CH3:31])[CH:32]=[O:33].[K+:13].[K+:14].[OH:1][c:2]1[cH:3][cH:4][c:5]([SH:8])[cH:6][cH:7]1>>[OH:1][c:2]1[cH:3][cH:4][c:5]([S:8][CH2:20][c:19]2[cH:18][c:17]([O:16][CH3:15])[c:24]([O:25][CH3:26])[c:23]([O:27][CH3:28])[cH:22]2)[cH:6][cH:7]1. The reactants are CC(=O)OCC1=C(N2[C@@H]([C@@H](C2=O)N)SC1)C(=O)O (7-ACA), [Sb](Cl)(Cl)(Cl)(Cl)Cl (antimony pentachloride), [Bi](Cl)(Cl)Cl (bismuth trichloride), B(OC)(OC)OC (trimethyl borate). Solvent: S1(=O)(=O)CCCC1 (sulfolane). Conditions: temperature 50 celsius. Yields the product desired product, NC1[C@@H]2N(C(=C(CS2)COC)C(=O)O)C1=O (7-amino-3-methoxymethyl-3-cephem-4-carboxylic acid). As a reaction SMILES: C[C:2]([O:4][CH2:5][C:6]1[CH2:15][S:14][C@@H:9]2[C@H:10]([NH2:13])[C:11](=[O:12])[N:8]2[C:7]=1[C:16]([OH:18])=[O:17])=O.[Sb](Cl)(Cl)(Cl)(Cl)Cl.[Bi](Cl)(Cl)Cl.B(OC)(OC)OC>S1(CCCC1)(=O)=O>[NH2:13][CH:10]1[C:11](=[O:12])[N:8]2[C:7]([C:16]([OH:18])=[O:17])=[C:6]([CH2:5][O:4][CH3:2])[CH2:15][S:14][C@H:9]12. Reported procedure: To 10 ml of sulfolane were added 1.41 g of 7-ACA, 0.60 ml of antimony pentachloride, 15.18 g of bismuth trichloride and 1.95 ml of trimethyl borate. The mixture was heated at 50° C. for 5 hours to advance a reaction. After completion of the reaction, substantially the same procedure as in Example 1 was repeated, to thereby obtain the desired product, namely 7-amino-3-methoxymethyl-3-cephem-4-carboxylic acid. The amount of the desired product was 0.81 g. The yield of the desired product was 64%. Reactants: C[C@@H](CC(=O)O)CCCC ((R)-3-Methylheptanoic acid), S(O)(O)(=O)=O (sulfuric acid), CO (methanol), CO (methanol). The product is C[C@@H](CC(=O)OC)CCCC (Methyl (R)-3-methylheptanoate). Yield: 76.8%. Reaction SMILES: [CH3:1][C@H:2]([CH2:7][CH2:8][CH2:9][CH3:10])[CH2:3][C:4]([OH:6])=[O:5].S(=O)(=O)(O)O.[CH3:16]O>>[CH3:1][C@H:2]([CH2:7][CH2:8][CH2:9][CH3:10])[CH2:3][C:4]([O:6][CH3:16])=[O:5]. Procedure details: In a 500 ml flask were charged 300 ml of methanol, 35.5 g of (R)-3-methylheptanoic acid obtained in Step 3, and 0.5 g of concentrated sulfuric acid, and the mixture was heated at a methanol refluxing temperature for 18 hours. Methanol was distilled off under reduced pressure, and the residue was extracted with diethyl ether. The extract was washed with water, neutralized with a sodium carbonate aqueous solution, and then washed with a sodium chloride aqueous solution. Diethyl ether was removed b... Solvent: O (water). As a reaction SMILES: [Na].[CH2:2]([OH:4])[CH3:3].[NH2:5][C:6]1[N:14]=[C:13]2[C:9]([NH:10][CH:11]=[N:12]2)=[C:8](Cl)[N:7]=1.Cl>O>[NH2:5][C:6]1[N:14]=[C:13]2[C:9]([NH:10][CH:11]=[N:12]2)=[C:8]([O:4][CH2:2][CH3:3])[N:7]=1 |^1:0|. The product is NC1=NC(=C2NC=NC2=N1)OCC (2-Amino-6-ethoxypurine). Procedure details: Sodium (0.68 g, 29.5 mmol, Aldrich lot #9621CL) was added in portions to anhydrous ethanol (50 mL). Upon complete dissolution 2-amino-6-chloropurine (1 g, 5.9 mmol Sigma lot #69F4064) was added and the reaction heated at reflux for 96 hours. The reaction was cooled, diluted with 20 mL water, and neutralized with 1N HCl. The solvents were evaporated and the residue slurried in 100 mL water. The product was filtered off and air dried to give 0.95 g (5.3 mmol; 89.9%); mp=252-°253° C. The reactants are Cl (HCl), [Na] (Sodium), C(C)O (ethanol), NC1=NC(=C2NC=NC2=N1)Cl (2-amino-6-chloropurine). Starting materials: ClC1=CC=C(C=C1)NC1=NC=CC=C1[N+](=O)[O-] (N-(4-chlorophenyl)-3-nitropyridin-2-amine). Reagents/catalysts: [Ni] (Raney nickel). Run in C(C)(=O)OCC (ethyl acetate). Run at time 6 hour. Product: ClC1=CC=C(C=C1)NC1=NC=CC=C1N (N2-(4-chlorophenyl)pyridine-2,3-diamine). Reaction SMILES: [Cl:1][C:2]1[CH:7]=[CH:6][C:5]([NH:8][C:9]2[C:14]([N+:15]([O-])=O)=[CH:13][CH:12]=[CH:11][N:10]=2)=[CH:4][CH:3]=1>C(OCC)(=O)C.[Ni]>[Cl:1][C:2]1[CH:7]=[CH:6][C:5]([NH:8][C:9]2[C:14]([NH2:15])=[CH:13][CH:12]=[CH:11][N:10]=2)=[CH:4][CH:3]=1. Procedure details: To a solution of N-(4-chlorophenyl)-3-nitropyridin-2-amine (C8) (2.68 g, 10.7 mmol) in ethyl acetate (100 mL) was added Raney nickel (1.5 g), and the mixture was degassed with hydrogen. After 6 hours of hydrogenation at room temperature, the reaction mixture was filtered; concentration of the filtrate in vacuo afforded the product as a black solid. Yield: 1.8 g, 8.2 mmol, 77%. 1H NMR (400 MHz, DMSO-d6) δ 7.88 (br s, 1H), 7.67 (d, J=8.9 Hz, 2H), 7.50 (br d, J=4 Hz, 1H), 7.25 (d, J=8.9 Hz, 2H), 6....